This data is from the Open Reaction Database (ORD), a public repository of structured organic reaction records. The task is: describe an organic reaction: reactants, conditions, products, and yield The reactants are O=C1Cc2c(cccc2-c2c(F)cccc2F)N1, Cc1c(C=O)[nH]c2c1C(=O)N(CC(O)CN1CCOCC1)CC2. The product is Cc1c(C=C2C(=O)Nc3cccc(-c4c(F)cccc4F)c32)[nH]c2c1C(=O)N(CC(O)CN1CCOCC1)CC2. RXN SMILES: [F:24][c:25]1[c:26](-[c:32]2[c:33]3[c:37]([cH:38][cH:39][cH:40]2)[NH:36][C:35](=[O:41])[CH2:34]3)[c:27]([F:31])[cH:28][cH:29][cH:30]1.[OH:1][CH:2]([CH2:3][N:4]1[C:5](=[O:16])[c:6]2[c:7]([nH:10][c:11]([CH:14]=[O:15])[c:12]2[CH3:13])[CH2:8][CH2:9]1)[CH2:17][N:18]1[CH2:19][CH2:20][O:21][CH2:22][CH2:23]1>>[OH:1][CH:2]([CH2:3][N:4]1[C:5](=[O:16])[c:6]2[c:7]([nH:10][c:11]([CH:14]=[C:34]3[c:33]4[c:32](-[c:26]5[c:25]([F:24])[cH:30][cH:29][cH:28][c:27]5[F:31])[cH:40][cH:39][cH:38][c:37]4[NH:36][C:35]3=[O:41])[c:12]2[CH3:13])[CH2:8][CH2:9]1)[CH2:17][N:18]1[CH2:19][CH2:20][O:21][CH2:22][CH2:23]1. The reactants are P(=O)(Cl)(Cl)Cl (Phosphorus oxychloride), C([O-])([O-])=O.[K+].[K+] (potassium carbonate), CN(C)C=O (DMF), ClC1=CC=C(C=C1)CC(=O)O (4-chlorophenylacetic acid). Run in C1(=CC=CC=C1)C (Toluene). Reaction conditions: time 8 hour. The product is ClC1=CC=C(C=C1)C(C=O)=CN(C)C (2-(4-chlorophenyl)-3-dimethylaminopropenal). RXN SMILES: P(Cl)(Cl)(Cl)=O.[CH3:6][N:7]([CH:9]=O)[CH3:8].[Cl:11][C:12]1[CH:17]=[CH:16][C:15]([CH2:18][C:19](O)=[O:20])=[CH:14][CH:13]=1.C(=O)([O-])[O-].[K+].[K+]>C1(C)C=CC=CC=1>[Cl:11][C:12]1[CH:17]=[CH:16][C:15]([C:18](=[CH:9][N:7]([CH3:6])[CH3:8])[CH:19]=[O:20])=[CH:14][CH:13]=1 |f:3.4.5|. Procedure details: Phosphorus oxychloride (92 g) was added dropwise to stirred DMF (78 ml) between 10°-15° C. To the resulting slurry was added 4-chlorophenylacetic acid (34.12 g). The resulting mixture was stirred at room temperature for one half hour and then heated to 70°-80° C. during 5.5 hours, during which time the mixture became effervescent. The reaction mixture was cooled and poured slowly onto cracked ice. The resulting suspension was brought to pH 10 with solid potassium carbonate. Ice was added intermi...